From a dataset of the Open Reaction Database (ORD), a public repository of structured organic reaction records. describe an organic reaction: reactants, conditions, products, and yield Reactants: C(CCCCCCC\C=C/CCCCCCCC)(=O)O (oleic acid), C1(=CC=CC=C1)O (phenol), P(O)(O)(O)=O (phosphoric acid). Reaction conditions: temperature 200 celsius. Product: OC(C(=O)O)(CCCCCCCCCCCCCCCC)C1=CC=CC=C1 (hydroxyphenylstearic acid). RXN SMILES: [C:1]([OH:20])(=[O:19])[CH2:2][CH2:3][CH2:4][CH2:5][CH2:6][CH2:7][CH2:8]/[CH:9]=[CH:10]\[CH2:11][CH2:12][CH2:13][CH2:14][CH2:15][CH2:16][CH2:17][CH3:18].[C:21]1(O)[CH:26]=[CH:25][CH:24]=[CH:23][CH:22]=1.P(=O)(O)(O)[OH:29]>>[OH:29][C:2]([C:21]1[CH:26]=[CH:25][CH:24]=[CH:23][CH:22]=1)([CH2:3][CH2:4][CH2:5][CH2:6][CH2:7][CH2:8][CH2:9][CH2:10][CH2:11][CH2:12][CH2:13][CH2:14][CH2:15][CH2:16][CH2:17][CH3:18])[C:1]([OH:20])=[O:19]. Reported procedure: A 500-ml autoclave was charged with 166 g of commercial oleic acid (product of Nippon Oils & Fats Co., Ltd.), 169 g of phenol (product of Katayama Kagaku Kogyo K.K.), 6.6 g of activated clay (Nippon Kassei Hakudo K.K.), and 0.13 g of 85% aqueous phosphoric acid (product of Katayama Kagaku Kogyo K.K.). After purging the autoclave with nitrogen gas, the contents were allowed to react by heating at 200° C. for 4 hours. After completion of the reaction, the activated clay was filtered off and the un... The reactants are [H-].[H-].[H-].[H-].[Li+].[Al+3].C1CCOC1 (LAH THF), COC(C1=CC=C(C=C1)N1C=NC=C1)=O (4-(1H-imidazol-1-yl)benzoic acid methyl ester). Solvent: C1CCOC1 (THF). Reaction conditions: time 0.5 hour. The product is OCC1=CC=C(C=C1)N1C=NC=C1 (1-(hydroxymethyl)-4-(1H-imidazol-1-yl)-benzene). Yield: 98.0%. RXN SMILES: C[O:2][C:3](=O)[C:4]1[CH:9]=[CH:8][C:7]([N:10]2[CH:14]=[CH:13][N:12]=[CH:11]2)=[CH:6][CH:5]=1.[H-].[H-].[H-].[H-].[Li+].[Al+3].C1COCC1>C1COCC1>[OH:2][CH2:3][C:4]1[CH:5]=[CH:6][C:7]([N:10]2[CH:14]=[CH:13][N:12]=[CH:11]2)=[CH:8][CH:9]=1 |f:1.2.3.4.5.6.7|. Reported procedure: To a mixture of 4-(1H-imidazol-1-yl)benzoic acid methyl ester (prepared as described in U.S. Pat. No. 4,804,662) (1.5 g) in THF (25 ml) at -15° C. was added a solution of 1M LAH/THF (10.4) ml). The mixture was stirred for 1/2 hour and allowed to warm to room temperature. The reaction was quenched by addition of water (0.5 ml), and then diluted with methanol (50 ml) and filtered. Concentration of the filtrate yielded 1.2 g (98%) of 1-(hydroxymethyl)-4-(1H-imidazol-1-yl)-benzene. Starting materials: C(CCC)[Li] (n-butyllithium), FC1=CC=C(C(=C1C=O)O)OC (6-fluoro-2-hydroxy-3-methoxybenzaldehyde), [Cl-].[NH4+] (ammonium chloride). Reagents/catalysts: [Br-].C[P+](C1=CC=CC=C1)(C1=CC=CC=C1)C1=CC=CC=C1 (methyltriphenylphosphonium bromide). The solvent is C1(=CC=CC=C1)C (toluene), C1(=CC=CC=C1)C (toluene). Run at time 2 hour. Yields the product FC=1C(=C(C(=CC1)OC)O)C=C (3-fluoro-6-methoxy-2-vinylphenol). As a reaction SMILES: [CH2:1]([Li])CCC.[F:6][C:7]1[C:12]([CH:13]=O)=[C:11]([OH:15])[C:10]([O:16][CH3:17])=[CH:9][CH:8]=1.[Cl-].[NH4+]>[Br-].C[P+](C1C=CC=CC=1)(C1C=CC=CC=1)C1C=CC=CC=1.C1(C)C=CC=CC=1>[F:6][C:7]1[C:12]([CH:13]=[CH2:1])=[C:11]([OH:15])[C:10]([O:16][CH3:17])=[CH:9][CH:8]=1 |f:2.3,4.5|. Reported procedure: To a suspension of 50 g of methyltriphenylphosphonium bromide in 300 ml of toluene there was added 45 ml of n-butyllithium (2.55 M, hexane solution) while cooling on ice under a nitrogen atmosphere. After stirring at room temperature for 2 hours, the reaction mixture was allowed to stand. A 150 ml portion of the supernatant was added dropwise to a solution of 5.00 g of 6-fluoro-2-hydroxy-3-methoxybenzaldehyde [CAS No. 457628-15-8] in 90 ml of toluene while cooling on ice. After stirring the mixt...